This data is from the Open Reaction Database (ORD), a public repository of structured organic reaction records. The task is: describe an organic reaction: reactants, conditions, products, and yield Solvent: C(C)#N (acetonitrile). Procedure: Cyclopentyl bromide (1.2 g, 8.1 mmol) was added to a solution of N-(2-fluoro-4-chloro-5-hydroxyphenyl)-3,4,5,6-tetrahydrophthalimide (2.0 g, 6.76 mmol) and potassium carbonate (0.60 g, 4.34 mmol) in acetonitrile (50 ml), followed by stirring for 2 hours under refluxing. After completion of the reaction, 1N hydrochloric acid (20 ml) was added to the resulting reaction mixture, and the mixture was extracted with ethyl acetate (20 ml×3 times). The organic layer was washed with water, dried over anh... The yield is 30.5%. As a reaction SMILES: [CH:1]1(Br)[CH2:5][CH2:4][CH2:3][CH2:2]1.[F:7][C:8]1[CH:13]=[C:12]([Cl:14])[C:11]([OH:15])=[CH:10][C:9]=1[N:16]1[C:20](=[O:21])[C:19]2[CH2:22][CH2:23][CH2:24][CH2:25][C:18]=2[C:17]1=[O:26].C(=O)([O-])[O-].[K+].[K+].Cl>C(#N)C>[F:7][C:8]1[CH:13]=[C:12]([Cl:14])[C:11]([O:15][CH:1]2[CH2:5][CH2:4][CH2:3][CH2:2]2)=[CH:10][C:9]=1[N:16]1[C:20](=[O:21])[C:19]2[CH2:22][CH2:23][CH2:24][CH2:25][C:18]=2[C:17]1=[O:26] |f:2.3.4|. The reactants are Cl (hydrochloric acid), C1(CCCC1)Br (Cyclopentyl bromide), FC1=C(C=C(C(=C1)Cl)O)N1C(C2=C(C1=O)CCCC2)=O (N-(2-fluoro-4-chloro-5-hydroxyphenyl)-3,4,5,6-tetrahydrophthalimide), C([O-])([O-])=O.[K+].[K+] (potassium carbonate). Run at time 2 hour. Yields the product FC1=C(C=C(C(=C1)Cl)OC1CCCC1)N1C(C2=C(C1=O)CCCC2)=O (N-(2-fluoro-4-chloro-5-cyclopentyloxyphenyl)-3,4,5,6-tetrahydrophthalimide). The reactants are [N+](=O)([O-])C=1C=CC(=C2C=COC21)C(=O)OC (methyl 7-nitrobenzofuran-4-carboxylate). Reagents/catalysts: [Pd] (palladium/carbon). Run in CO (methanol), CO (methanol). Reaction conditions: time 16 hour. Yields the product NC=1C=CC(=C2CCOC21)C(=O)OC (methyl 7-amino-2,3-dihydrobenzofuran-4-carboxylate). The yield is 62.4%. Reaction SMILES: [N+:1]([C:4]1[CH:5]=[CH:6][C:7]([C:13]([O:15][CH3:16])=[O:14])=[C:8]2[C:12]=1[O:11][CH:10]=[CH:9]2)([O-])=O>CO.[Pd]>[NH2:1][C:4]1[CH:5]=[CH:6][C:7]([C:13]([O:15][CH3:16])=[O:14])=[C:8]2[C:12]=1[O:11][CH2:10][CH2:9]2. Procedure details: Methyl 7-nitrobenzofuran-4-carboxylate 1f (820 mg, 3.70 mmol) was dissolved in 150 mL of methanol in an ice-water bath, added with (164 mg, 10%) palladium/carbon, methanol (0.3 mL). The resulting solution was subjected to hydrogenation for 16 hours at 3 atmosphere at room temperature. The resulting mixture was filtered and washed with 50 mL of methanol, concentrated under reduced pressure. The crude residue was recrystallised by the mixture solvent of 25 mL ethyl acetate and n-hexane (V/V=1:4) t... Starting materials: Cl (hydrochloric acid), C(C)OCC (diethyl ether), CC1=NC2=CC=CC(=C2C=C1)OCCN1CCN(CC1)C(=O)OC(C)(C)C (tert-Butyl 4-[2-(2-methylquinolin-5-yloxy)ethyl]piperazine-1-carboxylate). Solvent: C(C)O (ethanol). Conditions: temperature 40 celsius, time 17 hour. Yields the product CC1=NC2=CC=CC(=C2C=C1)OCCN1CCNCC1 (2-Methyl-5-(2-piperazin-1-ylethoxy)quinoline). Yield: 90.8%. Reaction SMILES: [CH3:1][C:2]1[CH:11]=[CH:10][C:9]2[C:4](=[CH:5][CH:6]=[CH:7][C:8]=2[O:12][CH2:13][CH2:14][N:15]2[CH2:20][CH2:19][N:18](C(OC(C)(C)C)=O)[CH2:17][CH2:16]2)[N:3]=1.Cl.C(OCC)C>C(O)C>[CH3:1][C:2]1[CH:11]=[CH:10][C:9]2[C:4](=[CH:5][CH:6]=[CH:7][C:8]=2[O:12][CH2:13][CH2:14][N:15]2[CH2:20][CH2:19][NH:18][CH2:17][CH2:16]2)[N:3]=1. Procedure details: tert-Butyl 4-[2-(2-methylquinolin-5-yloxy)ethyl]piperazine-1-carboxylate (1.04 g, 2.8 mmol) was dissolved in ethanol (60 mL) and treated with 1 M hydrochloric acid in diethyl ether (16 mL, 16 mmol) and stirred at 40° C. for 17 h. The reaction mixture was filtered and the white solid was collected and dried in vacuo. The hydrochloride salt precipitate was dissolved in water (25 mL) and potassium carbonate was added until the pH reached 10. The aqueous layer was washed with 5% methanol in dichloro... Starting materials: [Li+].[OH-] (LiOH), C(C)OC(C(C)NC(=O)NC1=NC=NC(=C1)C1=C(C=CC=C1)OC)=O (2-{3-[6-(2-methoxy-phenyl)-pyrimidin-4-yl]-ureido}-propionic acid ethyl ester). Run in O (water), C1CCOC1 (THF), O (water). Run at time 2 hour. Product: COC1=C(C=CC=C1)C1=CC(=NC=N1)NC(NC(C(=O)O)C)=O (2-{3-[6-(2-methoxy-phenyl)-pyrimidin-4-yl]-ureido}-propionic acid). RXN SMILES: C([O:3][C:4](=[O:25])[CH:5]([NH:7][C:8]([NH:10][C:11]1[CH:16]=[C:15]([C:17]2[CH:22]=[CH:21][CH:20]=[CH:19][C:18]=2[O:23][CH3:24])[N:14]=[CH:13][N:12]=1)=[O:9])[CH3:6])C.[Li+].[OH-]>C1COCC1.O>[CH3:24][O:23][C:18]1[CH:19]=[CH:20][CH:21]=[CH:22][C:17]=1[C:15]1[N:14]=[CH:13][N:12]=[C:11]([NH:10][C:8](=[O:9])[NH:7][CH:5]([CH3:6])[C:4]([OH:25])=[O:3])[CH:16]=1 |f:1.2|. Procedure details: To a solution of 2-{3-[6-(2-methoxy-phenyl)-pyrimidin-4-yl]-ureido}-propionic acid ethyl ester (LIV) (470 mg, 1.4 mmol) in a mixture of THF and water (1:1) was added a solution of LiOH (0.11 g, 2.7 mmol) in water at ice bath temperature over 30 min and then allowed to stir for 2 hours. THF was evaporated and the aq. solution was acidified with 2N HCl. This aq. phase was then extracted with ethyl acetate (2×100 ml), the separated and combined organic phases were washed with water and brine, dried... Reactants: CNC, Cc1ccccc1, Cc1cc(CCCCCCCOc2ccc(C(=O)Cl)cc2)on1. The product is Cc1cc(CCCCCCCOc2ccc(C(=O)N(C)C)cc2)on1. Reaction SMILES: [CH3:24][NH:25][CH3:26].[CH3:27][c:28]1[cH:29][cH:30][cH:31][cH:32][cH:33]1.[Cl:1][C:2](=[O:3])[c:4]1[cH:5][cH:6][c:7]([O:8][CH2:9][CH2:10][CH2:11][CH2:12][CH2:13][CH2:14][CH2:15][c:16]2[cH:17][c:18]([CH3:21])[n:19][o:20]2)[cH:22][cH:23]1>>[C:2](=[O:3])([c:4]1[cH:5][cH:6][c:7]([O:8][CH2:9][CH2:10][CH2:11][CH2:12][CH2:13][CH2:14][CH2:15][c:16]2[cH:17][c:18]([CH3:21])[n:19][o:20]2)[cH:22][cH:23]1)[N:25]([CH3:24])[CH3:26]. The reactants are C(=O)(OCC1=CC=CC=C1)N[C@@H](C)C(=O)N(CC(=O)O)C=1C=C2CCCC2=CC1 (N-carbobenzoxy-L-alanyl-N-(5-indanyl)glycine), C(C(=O)C)(=O)O (pyruvic acid). Reagents/catalysts: [Pd] (palladium on carbon). Solvent: C(C)O (ethanol). Run at time 4 hour. The product is C(C(=O)C)(=O)O.C(=O)(O)C(C)N[C@@H](C)C(=O)N(CC(=O)O)C=1C=C2CCCC2=CC1 (N-(1-Carboxyethyl)-L-Alanyl-N-(5-Indanyl)-Glycine Pyruvate). RXN SMILES: C([NH:11][C@H:12]([C:14]([N:16]([C:21]1[CH:22]=[C:23]2[C:27](=[CH:28][CH:29]=1)[CH2:26][CH2:25][CH2:24]2)[CH2:17][C:18]([OH:20])=[O:19])=[O:15])[CH3:13])(OCC1C=CC=CC=1)=O.[C:30]([OH:35])(=[O:34])[C:31]([CH3:33])=[O:32]>C(O)C.[Pd]>[C:30]([OH:35])(=[O:34])[C:31]([CH3:33])=[O:32].[C:30]([CH:31]([NH:11][C@H:12]([C:14]([N:16]([C:21]1[CH:22]=[C:23]2[C:27](=[CH:28][CH:29]=1)[CH2:26][CH2:25][CH2:24]2)[CH2:17][C:18]([OH:20])=[O:19])=[O:15])[CH3:13])[CH3:33])([OH:35])=[O:34] |f:4.5|. Procedure: To a solution of N-carbobenzoxy-L-alanyl-N-(5-indanyl)glycine (3.8 g, 9.59 mmol) and pyruvic acid (4.2 g, 47.9 mmol) in 200 ml ethanol was added 10% palladium on carbon (9.5 g). The mixture was hydrogenated at 50 psi for 4 h, filtered and concentrated in vacuo. The residue was dissolved in H2O and ethyl acetate. The aqueous layer was washed twice with ethyl acetate, once with ether, and lyophilized to provide the crystalline (m.p. 140° C. dec.) product.